This data is from the Open Reaction Database (ORD), a public repository of structured organic reaction records. The task is: describe an organic reaction: reactants, conditions, products, and yield The product is ClC1=NC=CC(=C1)OCC=1C=NC(=CC1)C (2-Chloro-4-((6-methylpyridin-3-yl)methoxy)pyridine). As a reaction SMILES: [CH3:1][C:2]1[N:7]=[CH:6][C:5]([CH2:8][OH:9])=[CH:4][CH:3]=1.[Cl:10][C:11]1[CH:16]=[C:15](I)[CH:14]=[CH:13][N:12]=1.C(=O)([O-])[O-].[Cs+].[Cs+].N1C2C(=CC=C3C=2N=CC=C3)C=CC=1>C1(C)C=CC=CC=1.[Cu]I>[Cl:10][C:11]1[CH:16]=[C:15]([O:9][CH2:8][C:5]2[CH:6]=[N:7][C:2]([CH3:1])=[CH:3][CH:4]=2)[CH:14]=[CH:13][N:12]=1 |f:2.3.4|. The reagents and catalysts are [Cu]I (CuI). Isolated yield 74.6%. The reactants are CC1=CC=C(C=N1)CO ((6-Methylpyridin-3-yl)methanol), ClC1=NC=CC(=C1)I (2-chloro-4-iodopyridine), C([O-])([O-])=O.[Cs+].[Cs+] (cesium carbonate), N1=CC=CC2=CC=C3C=CC=NC3=C12 (1,10-phenanthroline). Reported procedure: (6-Methylpyridin-3-yl)methanol (3.25 g, 26.4 mmol), 2-chloro-4-iodopyridine (5.7 g, 24 mmol), cesium carbonate (10.1 g, 31.2 mmol), CuI (0.90 g, 4.8 mmol) and 1,10-phenanthroline (0.86 g, 4.8 mmol) were stirred in toluene (15 mL) and degassed with a nitrogen stream for 10 minutes. The mixture was heated to 105° C. for 16 h, allowed cool and filtered through a silica plug eluting with ethyl acetate. The filtrate was concentrated, and the residue was purified by column chromatography (80 g ISCO co... Solvent: C1(=CC=CC=C1)C (toluene). Reaction conditions: temperature 105 celsius. Starting materials: S(=O)(=O)(Cl)Cl (sulfuryl chloride), S(=O)(=O)=O (sulfur trioxide), CC(C(C)(C)C)=O (pinacolone), C([C@@H](O)[C@@H](O)[C@H](O)[C@H](O)CO)O (D-mannitol), cyclic sulfates, sugars, S(=O)(=O)(Cl)Cl (sulfuryl chloride), C([C@H]([C@@H]([C@@H]([C@H](CO)O)O)O)O)O (dulcitol), 25B, tetrachloro-substituted cyclic sulfates. Run in N1=CC=CC=C1 (pyridine). The product is CC1(OS(OC1(C)C)(=O)=O)C (4,4,5,5-tetramethyl-1,3,2-dioxathiolane 2,2-dioxide). Isolated yield 36.0%. Reaction SMILES: S(Cl)(Cl)(=O)=O.C(O)[C@H]([C@H]([C@@H]([C@@H](CO)O)O)O)O.[CH2:18](O)[C@@H](O)[C@H](O)[C@H](O)[C@@H](O)CO.[S:30](=[O:33])(=[O:32])=[O:31].[CH3:34][C:35](=[O:40])[C:36]([CH3:39])([CH3:38])C>N1C=CC=CC=1>[CH3:18][C:35]1([CH3:34])[C:36]([CH3:38])([CH3:39])[O:31][S:30](=[O:33])(=[O:32])[O:40]1. Procedure details: The parent compound 1,3,2-dioxathiolane 2,2-dioxide (ethylene cyclic sulfate) was prepared by Baker and Field from 1,2-dibromoethane and silver sulfate in 23% yield whereas the reaction failed with 1,2-dibromopropane (Baker, W., Field, F. B., J. Chem. Soc., 1932, 86). Alternatively, ethylene sulfate is obtained by the treatment of glycol diacetate with dimethyl sulfate (Breslow, D. S., Skolnik, H., In Heterocyclic Compounds Interscience: 1966, p1 and references cited therein). Unlike the synthes... Starting materials: COC=1C=C(C=CC1OC)[C@@H]1[C@@H](CCCC1)NC(C1=CC(=C(C=C1)[N+](=O)[O-])[N+](=O)[O-])=O ((−)-cis-N-[2-(3,4-dimethoxyphenyl)cyclohexyl]-3,4-dinitrobenzamide), COC=1C=C(C=CC1OC)[C@@H]1[C@@H](CCCC1)NC(C1=CC(=C(C=C1)[N+](=O)[O-])[N+](=O)[O-])=O ((−)-cis-N-[2-(3,4-dimethoxyphenyl)cyclohexyl]-3,4-dinitrobenzamide), C1(=CC=CC=C1)C (toluene), P(=O)(Cl)(Cl)Cl (phosphorus oxychloride). The solvent is C(C)#N (acetonitrile). Yields the product COC=1C=C2C(=N[C@H]3CCCC[C@H]3C2=CC1OC)C1=CC(=C(C=C1)[N+](=O)[O-])[N+](=O)[O-] ((−)-cis-8,9-Dimethoxy-6-(3,4-dinitrophenyl)-1,2,3,4,4a,10b-hexahydrophenanthridine). RXN SMILES: [CH3:1][O:2][C:3]1[CH:4]=[C:5]([C@H:11]2[CH2:16][CH2:15][CH2:14][CH2:13][C@H:12]2[NH:17][C:18](=O)[C:19]2[CH:24]=[CH:23][C:22]([N+:25]([O-:27])=[O:26])=[C:21]([N+:28]([O-:30])=[O:29])[CH:20]=2)[CH:6]=[CH:7][C:8]=1[O:9][CH3:10].C1(C)C=CC=CC=1.P(Cl)(Cl)(Cl)=O>C(#N)C>[CH3:10][O:9][C:8]1[CH:7]=[C:6]2[C:5](=[CH:4][C:3]=1[O:2][CH3:1])[C@H:11]1[C@H:12]([CH2:13][CH2:14][CH2:15][CH2:16]1)[N:17]=[C:18]2[C:19]1[CH:24]=[CH:23][C:22]([N+:25]([O-:27])=[O:26])=[C:21]([N+:28]([O-:30])=[O:29])[CH:20]=1. Procedure: 7.5 g of (−)-cis-N-[2-(3,4-dimethoxyphenyl)cyclohexyl]-3,4-dinitrobenzamide (compound A1) are dissolved in 120 ml of acetonitrile or toluene and 3.5 ml of phosphorus oxychloride and the solution is stirred overnight at 80° C. The reaction mixture is concentrated under reduced pressure and the residue is extracted with satd. sodium hydrogencarbonate solution and ethyl acetate. The organic phases are dried using sodium sulfate and concentrated. The residue is recrystallized from ethyl acetate. M.p... The reactants are ClC1=CC(=C(C=C1O)NN)F (4-Chloro-2-fluoro-5-hydroxyphenylhydrazine), resultant mixture, C(C)(=O)C1C(CCCC1)=O (2-acetylcyclohexanone), C(C)(=O)O (acetic acid). The solvent is C=1(C(=CC=CC1)C)C (xylene). The product is ClC1=CC(=C(C=C1O)N1N=C2CCCCC2=C1C)F (2-(4-chloro-2-fluoro-5-hydroxyphenyl)-3-methyl-4,5,6,7-tetrahydro-2H-indazole). Yield: 88.1%. Reaction SMILES: [Cl:1][C:2]1[C:7]([OH:8])=[CH:6][C:5]([NH:9][NH2:10])=[C:4]([F:11])[CH:3]=1.[C:12]([CH:15]1[CH2:20][CH2:19][CH2:18][CH2:17][C:16]1=O)(=O)[CH3:13].C(O)(=O)C>C1(C)C(C)=CC=CC=1>[Cl:1][C:2]1[C:7]([OH:8])=[CH:6][C:5]([N:9]2[C:12]([CH3:13])=[C:15]3[C:16]([CH2:17][CH2:18][CH2:19][CH2:20]3)=[N:10]2)=[C:4]([F:11])[CH:3]=1. Reported procedure: 4-Chloro-2-fluoro-5-hydroxyphenylhydrazine (0.5 g), 2-acetylcyclohexanone (0.4 g) and a catalytic amount of acetic acid were admixed with xylene (15 ml), and the resultant mixture was heated under reflux for 5 hours while removing water. After cooling, the mixture was concentrated, and the residue was purified by silica gel column chromatography to obtain 0.7 g of 2-(4-chloro-2-fluoro-5-hydroxyphenyl)-3-methyl-4,5,6,7-tetrahydro-2H-indazole. m.p., 188.5°-190° C. Reactants: OC1=C(C=O)C(=CC=C1)O (2,6-dihydroxybenzaldehyde), C(=O)([O-])[O-].[K+].[K+] (K2CO3), Cl.ClCC=1C(=NC=CC1)C1=CC=NN1C(C)C (3-(chloromethyl)-2-(1-isopropyl-1H-pyrazol-5-yl)pyridine hydrochloride). The solvent is CN(C)C=O (DMF). Run at time 10 minute. The product is OC1=C(C=O)C(=CC=C1)OCC=1C(=NC=CC1)C1=CC=NN1C(C)C (2-hydroxy-6-((2-(1-isopropyl-1H-pyrazol-5-yl)pyridin-3-yl)methoxy)benzaldehyde). Isolated yield 88.3%. RXN SMILES: [OH:1][C:2]1[CH:9]=[CH:8][CH:7]=[C:6]([OH:10])[C:3]=1[CH:4]=[O:5].C([O-])([O-])=O.[K+].[K+].Cl.Cl[CH2:19][C:20]1[C:21]([C:26]2[N:30]([CH:31]([CH3:33])[CH3:32])[N:29]=[CH:28][CH:27]=2)=[N:22][CH:23]=[CH:24][CH:25]=1>CN(C=O)C>[OH:1][C:2]1[CH:9]=[CH:8][CH:7]=[C:6]([O:10][CH2:19][C:20]2[C:21]([C:26]3[N:30]([CH:31]([CH3:33])[CH3:32])[N:29]=[CH:28][CH:27]=3)=[N:22][CH:23]=[CH:24][CH:25]=2)[C:3]=1[CH:4]=[O:5] |f:1.2.3,4.5|. Procedure: A mixture of 2,6-dihydroxybenzaldehyde (1.58 g, 11.47 mmol, 2 eq.) and K2CO3 (2.4 g, 17.22 mmol, 3 eq.) in DMF (150 mL) was stirred at rt for 10 min. To this mixture was added 3-(chloromethyl)-2-(1-isopropyl-1H-pyrazol-5-yl)pyridine hydrochloride (1.56 g, 5.74 mmol, 1 eq.) at rt. The mixture was heated at 50° C. for 2 h, filtered, concentrated and purified on silica gel using a mixture of EtOAc and hexanes as eluent to give 2-hydroxy-6-((2-(1-isopropyl-1H-pyrazol-5-yl)pyridin-3-yl)methoxy)benzal...